Dataset: the Open Reaction Database (ORD), a public repository of structured organic reaction records. Task: describe an organic reaction: reactants, conditions, products, and yield Isolated yield 7.3%. Procedure: The synthesis was performed using 4-[4-(2,4-difluorophenyl)piperazin-1-yl]-1,3,5-triazin-2(1H)-one (189 mg, 0.65 mmol) synthesized in Reference Synthesis Example 86 and [3-(trifluoromethyl)-1H-pyrazol-1-yl]methyl 4-methylbenzenesulfonate (413 mg, 1.29 mmol) synthesized in Reference Synthesis Example 15 in a similar manner to Synthesis Example 1 to obtain the title compound (21 mg, yield: 7.4%). RXN SMILES: [F:1][C:2]1[CH:7]=[C:6]([F:8])[CH:5]=[CH:4][C:3]=1[N:9]1[CH2:14][CH2:13][N:12]([C:15]2[N:20]=[CH:19][NH:18][C:17](=[O:21])[N:16]=2)[CH2:11][CH2:10]1.CC1C=CC(S(O[CH2:33][N:34]2[CH:38]=[CH:37][C:36]([C:39]([F:42])([F:41])[F:40])=[N:35]2)(=O)=O)=CC=1>>[F:1][C:2]1[CH:7]=[C:6]([F:8])[CH:5]=[CH:4][C:3]=1[N:9]1[CH2:10][CH2:11][N:12]([C:15]2[N:20]=[CH:19][N:18]([CH2:33][N:34]3[CH:38]=[CH:37][C:36]([C:39]([F:42])([F:41])[F:40])=[N:35]3)[C:17](=[O:21])[N:16]=2)[CH2:13][CH2:14]1. Starting materials: FC1=C(C=CC(=C1)F)N1CCN(CC1)C1=NC(NC=N1)=O (4-[4-(2,4-difluorophenyl)piperazin-1-yl]-1,3,5-triazin-2(1H)-one), CC1=CC=C(C=C1)S(=O)(=O)OCN1N=C(C=C1)C(F)(F)F ([3-(trifluoromethyl)-1H-pyrazol-1-yl]methyl 4-methylbenzenesulfonate). The product is FC1=C(C=CC(=C1)F)N1CCN(CC1)C1=NC(N(C=N1)CN1N=C(C=C1)C(F)(F)F)=O (4-[4-(2,4-Difluorophenyl)piperazin-1-yl]-1-{[3-(trifluoromethyl)-1H-pyrazol-1-yl]methyl}-1,3,5-triazin-2(1H)-one). Reactants: CO, COC(=O)c1ccc(C(=O)Nc2cc(NC(=O)c3cccc(N(C)C)c3)ccc2C)cc1, [Na+], [OH-], O. Product: Cc1ccc(NC(=O)c2cccc(N(C)C)c2)cc1NC(=O)c1ccc(C(=O)O)cc1. Reaction SMILES: [CH3:35][OH:36].[CH3:3][N:4]([c:5]1[cH:6][c:7]([C:8](=[O:9])[NH:10][c:11]2[cH:12][cH:13][c:14]([CH3:30])[c:15]([NH:17][C:18]([c:19]3[cH:20][cH:21][c:22]([C:25](=[O:26])[O:27][CH3:28])[cH:23][cH:24]3)=[O:29])[cH:16]2)[cH:31][cH:32][cH:33]1)[CH3:34].[Na+:2].[OH-:1].[OH2:37]>>[CH3:3][N:4]([c:5]1[cH:6][c:7]([C:8](=[O:9])[NH:10][c:11]2[cH:12][cH:13][c:14]([CH3:30])[c:15]([NH:17][C:18]([c:19]3[cH:20][cH:21][c:22]([C:25](=[O:26])[OH:27])[cH:23][cH:24]3)=[O:29])[cH:16]2)[cH:31][cH:32][cH:33]1)[CH3:34]. The reactants are C(C1=CC=CC=C1)C1=C(C(=O)O)C=CC(=C1)OC (2-benzyl-4-methoxybenzoic acid), CN(C)C=O (DMF), C(C(=O)Cl)(=O)Cl (oxalyl chloride). The solvent is C(Cl)Cl (CH2Cl2), C(Cl)Cl (CH2Cl2). Conditions: time 8 hour. Product: COC1=CC=C(C(=O)N)C=C1 (4-methoxybenzamide). As a reaction SMILES: C([C:8]1[CH:16]=[C:15]([O:17][CH3:18])[CH:14]=[CH:13][C:9]=1[C:10](O)=[O:11])C1C=CC=CC=1.C[N:20](C=O)C.C(Cl)(=O)C(Cl)=O>C(Cl)Cl>[CH3:18][O:17][C:15]1[CH:14]=[CH:13][C:9]([C:10]([NH2:20])=[O:11])=[CH:8][CH:16]=1. Procedure: To a solution of 2-benzyl-4-methoxybenzoic acid (14.2 g) in 600 mL CH2Cl2 was added a catalytic amount of DMF, followed by a solution of oxalyl chloride (8.7 g) in 100 mL of CH2Cl2. The reaction was stirred at room temp overnight, then concentrated and azeotroped with toluene (2×). The residue was dissolved in 700 mL CH2Cl2 and cooled to 0 C. Tert-butyl amine (13.9 g) was added, and the reaction was warmed to room temp. After 1.5 h, the reaction was quenched with 5% aqueous KHSO4. The organic so... Solvent: CN(C)C=O (DMF). Reaction conditions: temperature 60 celsius. The yield is 53.6%. Reported procedure: Potassium carbonate (2.8 g, 20.0 mmol) was added to a solution of 3-hydroxy-5-methylpyrazole (1.47 g, 15.0 mmol) and 3,5-dichloro-4-fluorobenzotrifluoride (3.5 g, 15.0 mmol) in DMF (30 ml), and the mixture was stirred under heating at 60° C. for 6 hours. After completion of the reaction, the reaction mixture was poured into 2N hydrochloric acid (70 ml) and extracted with ethyl acetate (30 ml×3). An organic layer was washed with water, dried over anhydrous magnesium sulfate and filtered to remove... Starting materials: Cl (hydrochloric acid), C([O-])([O-])=O.[K+].[K+] (Potassium carbonate), OC1=NNC(=C1)C (3-hydroxy-5-methylpyrazole), ClC=1C=C(C=C(C1F)Cl)C(F)(F)F (3,5-dichloro-4-fluorobenzotrifluoride). Yields the product ClC1=C(C(=CC(=C1)C(F)(F)F)Cl)OC1=NNC(=C1)C (3-(2,6-dichloro-4-trifluoromethylphenyloxy)-5-methylpyrazole). As a reaction SMILES: C(=O)([O-])[O-].[K+].[K+].[OH:7][C:8]1[CH:12]=[C:11]([CH3:13])[NH:10][N:9]=1.[Cl:14][C:15]1[CH:16]=[C:17]([C:23]([F:26])([F:25])[F:24])[CH:18]=[C:19]([Cl:22])[C:20]=1F.Cl>CN(C=O)C>[Cl:14][C:15]1[CH:16]=[C:17]([C:23]([F:24])([F:25])[F:26])[CH:18]=[C:19]([Cl:22])[C:20]=1[O:7][C:8]1[CH:12]=[C:11]([CH3:13])[NH:10][N:9]=1 |f:0.1.2|. The reactants are CN1C(NN=C1C1CCOCC1)=S (4-methyl-5-(tetrahydro-2H-pyran-4-yl)-2,4-dihydro-3H-1,2,4-triazole-3-thione), BrCCCCl (1-bromo-3-chloropropane), C(C)(=O)O (Acetic acid). Solvent: C(C)O (ethanol). Reaction conditions: temperature 90 celsius. Yields the product ClCCCSC1=NN=C(N1C)C1CCOCC1 (3-[(3-Chloropropyl)thio]-4-methyl-5-(tetrahydro-2H-pyran-4-yl)-4H-1,2,4-triazole). Reaction SMILES: [CH3:1][N:2]1[C:6]([CH:7]2[CH2:12][CH2:11][O:10][CH2:9][CH2:8]2)=[N:5][NH:4][C:3]1=[S:13].Br[CH2:15][CH2:16][CH2:17][Cl:18].C(O)(=O)C>C(O)C>[Cl:18][CH2:17][CH2:16][CH2:15][S:13][C:3]1[N:2]([CH3:1])[C:6]([CH:7]2[CH2:12][CH2:11][O:10][CH2:9][CH2:8]2)=[N:5][N:4]=1. Reported procedure: To 4-methyl-5-(tetrahydro-2H-pyran-4-yl)-2,4-dihydro-3H-1,2,4-triazole-3-thione (0.4 g, prepared in analogy to the method described in Preparation 2) in ethanol (6 ml) sodium ethanolate (0.83 ml) was carefully added with stirring followed by 1-bromo-3-chloropropane (0.30 ml). The mixture was heated at 90° C. for 1 h. Acetic acid was added at room temperature until pH=4. After elimination of the solvent under reduced pressure the residue was partitioned between aqueous NaHCO3 (saturated) and DCM.... Reactants: CNC, CN(C)C=O, O=C1N(Cc2cnc(Cl)s2)c2ccccc2C12COc1cc3c(cc12)OCO3, C1CCOC1. Product: CN(C)c1ncc(CN2C(=O)C3(COc4cc5c(cc43)OCO5)c3ccccc32)s1. Reaction SMILES: [CH3:29][NH:30][CH3:31].[CH3:37][N:38]([CH3:39])[CH:40]=[O:41].[Cl:1][c:2]1[s:3][c:4]([CH2:7][N:8]2[C:9](=[O:28])[C:10]3([CH2:11][O:12][c:13]4[c:14]3[cH:15][c:16]3[c:17]([cH:21]4)[O:18][CH2:19][O:20]3)[c:22]3[cH:23][cH:24][cH:25][cH:26][c:27]32)[cH:5][n:6]1.[O:32]1[CH2:33][CH2:34][CH2:35][CH2:36]1>>[c:2]1([N:30]([CH3:29])[CH3:31])[s:3][c:4]([CH2:7][N:8]2[C:9](=[O:28])[C:10]3([CH2:11][O:12][c:13]4[c:14]3[cH:15][c:16]3[c:17]([cH:21]4)[O:18][CH2:19][O:20]3)[c:22]3[cH:23][cH:24][cH:25][cH:26][c:27]32)[cH:5][n:6]1. As a reaction SMILES: [CH2:1]([CH3:2])[c:3]1[cH:4][c:5]([OH:10])[cH:6][cH:7][c:8]1[Cl:9].[CH3:20][C:21](=[O:22])[O-:23].[Cl:24][CH2:25][Cl:26].[OH:11][B:12]([OH:13])[c:14]1[cH:15][cH:16][cH:17][cH:18][cH:19]1>>[CH2:1]([CH3:2])[c:3]1[cH:4][c:5]([O:10][c:14]2[cH:15][cH:16][cH:17][cH:18][cH:19]2)[cH:6][cH:7][c:8]1[Cl:9]. Product: CCc1cc(Oc2ccccc2)ccc1Cl. The reactants are CCc1cc(O)ccc1Cl, CC(=O)[O-], ClCCl, OB(O)c1ccccc1.